From a dataset of the Open Reaction Database (ORD), a public repository of structured organic reaction records. describe an organic reaction: reactants, conditions, products, and yield Reactants: BrC1=C(C2=C(C=NNC2=O)N1COCC[Si](C)(C)C)Cl (2-bromo-3-chloro-1-(2-trimethylsilylethoxymethyl)-1,5-dihydropyrrolo[2,3-d]pyridazin-4-one), C1(CC1)OC=1C=C(C=CC1OC(F)F)B1OC(C(O1)(C)C)(C)C (2-(3-cyclopropoxy-4-difluoromethoxyphenyl)-4,4,5,5-tetramethyl-[1,3,2]dioxaborolane), BrC1=CC2=C(C=NNC2=O)N1COCC[Si](C)(C)C (2-bromo-1-(2-trimethylsilylethoxymethyl)-1,5-dihydropyrrolo-[2,3-d]pyridazin-4-one), FC(OC=1C=CC(=C2C=CC(OC12)(C)C)B1OC(C(O1)(C)C)(C)C)F (2-(8-difluoromethoxy-2,2-dimethyl-2H-chromen-5-yl)-4,4,5,5-tetramethyl-[1,3,2]dioxaborolane). Yields the product ClC1=C(N(C=2C=NNC(C21)=O)COCC[Si](C)(C)C)C2=C1C=CC(OC1=C(C=C2)OC(F)F)(C)C (3-Chloro-2-(8-difluoromethoxy-2,2-dimethyl-2H-chromen-5-yl)-1-(2-trimethylsilylethoxymethyl)-1,5-dihydropyrrolo[2,3-d]pyridazin-4-one). Isolated yield 69.8%. As a reaction SMILES: Br[C:2]1[N:11]([CH2:12][O:13][CH2:14][CH2:15][Si:16]([CH3:19])([CH3:18])[CH3:17])[C:5]2[CH:6]=[N:7][NH:8][C:9](=[O:10])[C:4]=2[C:3]=1[Cl:20].BrC1N(COCC[Si](C)(C)C)C2C=NNC(=O)C=2C=1.[F:40][CH:41]([F:64])[O:42][C:43]1[CH:44]=[CH:45][C:46](B2OC(C)(C)C(C)(C)O2)=[C:47]2[C:52]=1[O:51][C:50]([CH3:54])([CH3:53])[CH:49]=[CH:48]2.C1(OC2C=C(B3OC(C)(C)C(C)(C)O3)C=CC=2OC(F)F)CC1>>[Cl:20][C:3]1[C:4]2[C:9](=[O:10])[NH:8][N:7]=[CH:6][C:5]=2[N:11]([CH2:12][O:13][CH2:14][CH2:15][Si:16]([CH3:19])([CH3:18])[CH3:17])[C:2]=1[C:46]1[CH:45]=[CH:44][C:43]([O:42][CH:41]([F:40])[F:64])=[C:52]2[C:47]=1[CH:48]=[CH:49][C:50]([CH3:54])([CH3:53])[O:51]2. Procedure: Reaction and post treatment were carried out in the same manner as in Example 1-(a) except for using 189 mg (0.500 mmol) of 2-bromo-3-chloro-1-(2-trimethylsilylethoxymethyl)-1,5-dihydropyrrolo[2,3-d]pyridazin-4-one obtained in the following Reference example 16-(d) in place of 2-bromo-1-(2-trimethylsilylethoxymethyl)-1,5-dihydropyrrolo-[2,3-d]pyridazin-4-one, and using 352 mg (1.00 mmol) of 2-(8-difluoromethoxy-2,2-dimethyl-2H-chromen-5-yl)-4,4,5,5-tetramethyl-[1,3,2]dioxaborolane obtained in th... Reactants: C1=CC=C(C=C1)OC2=CC=C(C=C2)Br (4-bromodiphenyl ether), C(C(=O)Cl)(=O)Cl (oxalyl chloride), C1(=CC=CC=C1)P(C1=CC=CC=C1)C1=CC=CC=C1 (triphenylphosphine), ClS(=O)(=O)O (chlorosulfonic acid), C(C(=O)Cl)(=O)Cl (oxalyl chloride), CN(C=O)C (N,N-dimethylformamide). Reagents/catalysts: CN(C=O)C (N,N-dimethylformamide). The solvent is C(Cl)Cl (methylene chloride), C(Cl)Cl (methylene chloride), Cl (hydrochloric acid). Run at time 10 minute. Product: BrC1=CC=C(OC2=CC=C(C=C2)S)C=C1 (4-(4-bromophenoxy)thiophenol). Isolated yield 80.8%. RXN SMILES: [CH:1]1[CH:6]=[CH:5][C:4]([O:7][C:8]2[CH:13]=[CH:12][C:11]([Br:14])=[CH:10][CH:9]=2)=[CH:3][CH:2]=1.Cl[S:16](O)(=O)=O.C(Cl)(=O)C(Cl)=O.C1(P(C2C=CC=CC=2)C2C=CC=CC=2)C=CC=CC=1.CN(C)C=O>C(Cl)Cl.CN(C)C=O.Cl>[Br:14][C:11]1[CH:10]=[CH:9][C:8]([O:7][C:4]2[CH:3]=[CH:2][C:1]([SH:16])=[CH:6][CH:5]=2)=[CH:13][CH:12]=1. Procedure: A solution of 4-bromodiphenyl ether (50 g, 200.7 mmol) in methylene chloride (118 mL) was cooled to 0° C. and chlorosulfonic acid (14.7 mL, 220.8 mmol) was added dropwise over a 20 minute period. The solution was stirred an additional 10 minutes, warmed to room temperature and stirred an additional 1 hour. To this mixture was added oxalyl chloride (23.6 mL, 270.9 mmol), followed by N,N-dimethylformamide (1.5 mL) as a catalyst, and the mixture refluxed for 2 hours. The mixture was cooled to room ...